This data is from the Open Reaction Database (ORD), a public repository of structured organic reaction records. The task is: describe an organic reaction: reactants, conditions, products, and yield Reported procedure: 150 ml of acetone was added to the aqueous solution of disodium N-carboxyethylglycinate obtained in Example 7 while continuously stirring. Then, 228.29 g (1.0435 mol) of dodecanoyl chloride was dropwise added to this solution over a period of 1.5 hours while stirring. During this period, the reaction system was maintained at a pH of from 9 to 11 by dropwise adding a 40% aqueous solution of NaOH while the temperature was maintained at 10 to 25° C. After the completion of the dropwise addition, th... As a reaction SMILES: C(CC[NH:6][CH2:7][C:8]([O-:10])=[O:9])(O)=O.[Na+].[Na+].[C:13]([CH2:16][CH2:17][NH:18][CH2:19][C:20]([O-:22])=[O:21])([OH:15])=[O:14].[C:23](Cl)(=[O:35])[CH2:24][CH2:25][CH2:26][CH2:27][CH2:28][CH2:29][CH2:30][CH2:31][CH2:32][CH2:33][CH3:34].[OH-].[Na+].Cl>CC(C)=O>[NH2:6][CH2:7][C:8]([OH:10])=[O:9].[C:13]([CH2:16][CH2:17][N:18]([C:23](=[O:35])[CH2:24][CH2:25][CH2:26][CH2:27][CH2:28][CH2:29][CH2:30][CH2:31][CH2:32][CH2:33][CH3:34])[CH2:19][C:20]([OH:22])=[O:21])([OH:15])=[O:14] |f:0.1.2.3,5.6|. The reactants are C(=O)(O)CCNCC(=O)[O-].[Na+].[Na+].C(=O)(O)CCNCC(=O)[O-] (Disodium N-carboxyethylglycinate), aqueous solution, [OH-].[Na+] (NaOH), C(CCCCCCCCCCC)(=O)Cl (dodecanoyl chloride), Cl (hydrochloric acid). Solvent: CC(=O)C (acetone). Product: NCC(=O)O (glycine), C(=O)(O)CCN(CC(=O)O)C(CCCCCCCCCCC)=O (N-carboxyethyl-N-dodecanoylglycine). Reaction conditions: temperature 17.5 celsius. The reactants are CS(=O)[CH2-].[Na+] (sodium methyl sulphinyl methanide), [H-].[Na+] (sodium hydride), NC1=C(NC2=NN(C=C2C(=O)OCC)C)C=CC(=C1)F (ethyl 3-(2-amino-4-fluoroanilino)-1-methylpyrazole-4-carboxylate), ice water. The solvent is CS(=O)C (dimethylsulphoxide), CS(=O)C (dimethyl sulphoxide). Run at temperature 65 celsius, time 20 minute. Yields the product FC=1C=CC2=C(NC(C=3C(N2)=NN(C3)C)=O)C1 (7-Fluoro-2-methyl-2,4,5,10-tetrahydropyrazolo[3,4-b][1,5]benzodiazepin-4-one). As a reaction SMILES: CS([CH2-])=O.[Na+].[H-].[Na+].[NH2:8][C:9]1[CH:26]=[C:25]([F:27])[CH:24]=[CH:23][C:10]=1[NH:11][C:12]1[C:16]([C:17](OCC)=[O:18])=[CH:15][N:14]([CH3:22])[N:13]=1>CS(C)=O>[F:27][C:25]1[CH:24]=[CH:23][C:10]2[NH:11][C:12]3=[N:13][N:14]([CH3:22])[CH:15]=[C:16]3[C:17](=[O:18])[NH:8][C:9]=2[CH:26]=1 |f:0.1,2.3|. Procedure: A solution of sodium methyl sulphinyl methanide was generated by stirring sodium hydride (50% oil dispersion, 1.5 g) in dry dimethylsulphoxide (15 ml) at 65° C. until gas evolution ceased. A solution of ethyl 3-(2-amino-4-fluoroanilino)-1-methylpyrazole-4-carboxylate (2.7 g) dissolved in dry dimethyl sulphoxide (5 ml) was added dropwise and the mixture stirred at 65° C. for 20 minutes. The mixture was poured on to excess ice-water, filtered and dried to give the title compound which was crystall... Reactants: C1CCC2=NCCCN2CC1, CCOC(C)=O, Cc1ccccc1, COC(=O)c1ccc2cc(C(C)O)oc2c1, [N-]=[N+]=NP(=O)(Oc1ccccc1)Oc1ccccc1. The product is COC(=O)c1ccc2cc(C(C)N=[N+]=[N-])oc2c1. As a reaction SMILES: [CH2:36]1[CH2:37][CH2:38][C:39]2=[N:44][CH2:43][CH2:42][CH2:41][N:40]2[CH2:45][CH2:46]1.[CH3:47][CH2:48][O:49][C:50](=[O:51])[CH3:52].[CH3:53][c:54]1[cH:55][cH:56][cH:57][cH:58][cH:59]1.[OH:1][CH:2]([CH3:3])[c:4]1[o:5][c:6]2[c:7]([cH:8]1)[cH:9][cH:10][c:11]([C:13](=[O:14])[O:15][CH3:16])[cH:12]2.[P:17]([O:18][c:19]1[cH:20][cH:21][cH:22][cH:23][cH:24]1)([O:25][c:26]1[cH:27][cH:28][cH:29][cH:30][cH:31]1)(=[O:32])[N:33]=[N+:34]=[N-:35]>>[CH:2]([CH3:3])([c:4]1[o:5][c:6]2[c:7]([cH:8]1)[cH:9][cH:10][c:11]([C:13](=[O:14])[O:15][CH3:16])[cH:12]2)[N:33]=[N+:34]=[N-:35]. The reactants are [NH4+].[Cl-] (NH4Cl), BrC(C)C (2-Bromopropane), ClC1=NC(=NC2=C(C=CC=C12)O)C (4-Chloro-8-hydroxy-2-methyl-quinazoline), C(=O)([O-])[O-].[K+].[K+] (K2CO3). Solvent: CS(=O)C (DMSO). Run at time 16 hour. Product: ClC1=NC(=NC2=C(C=CC=C12)OC(C)C)C (4-chloro-8-isopropoxy-2-methyl-quinazoline). As a reaction SMILES: Br[CH:2]([CH3:4])[CH3:3].[Cl:5][C:6]1[C:15]2[C:10](=[C:11]([OH:16])[CH:12]=[CH:13][CH:14]=2)[N:9]=[C:8]([CH3:17])[N:7]=1.C([O-])([O-])=O.[K+].[K+].[NH4+].[Cl-]>CS(C)=O>[Cl:5][C:6]1[C:15]2[C:10](=[C:11]([O:16][CH:2]([CH3:4])[CH3:3])[CH:12]=[CH:13][CH:14]=2)[N:9]=[C:8]([CH3:17])[N:7]=1 |f:2.3.4,5.6|. Reported procedure: 2-Bromopropane (9 mmol) was added to a stirred mixture of 4-chloro-8-hydroxy-2-methyl-quinazoline (A2) (6 mmol), K2CO3 (24 mmol) and DMSO (20 mL). After 16 h at RT, saturated NH4Cl (20 mL) was added and the mixture extracted with dichloromethane (20 mL×3). The extracts were combined and concentrated. Diethyl ether (100 mL) was added to the residue and the resulting mixture washed successively with 2 N NaOH, H2O and brine, and dried (Na2SO4). Solvent removal afforded 4-chloro-8-isopropoxy-2-methy... The reactants are N1C=NC2=C1C=CC(=C2)N (1H-Benzoimidazol-5-ylamine), N1=C2C(=NS1)C=C(C=C2)C=O (Benzo[1,2,5]thiadiazole-5-carbaldehyde), C(C)OC(C(CC(C)=O)=O)=O (2,4-Dioxo-pentanoic acid ethyl ester). The solvent is C(C)O (ethanol). Reaction conditions: temperature 50 celsius, time 24 hour. Product: C(C)(=O)C1=C(C(N(C1C1=CC=2C(=NSN2)C=C1)C1=CC2=C(NC=N2)C=C1)=O)O (4-Acetyl-1-(1H-benzoimidazol-5-yl)-5-benzo[c][1,2,5]thiadiazol-5-yl-3-hydroxy-1,5-dihydro-pyrrol-2-one). Reaction SMILES: [NH:1]1[C:5]2[CH:6]=[CH:7][C:8]([NH2:10])=[CH:9][C:4]=2[N:3]=[CH:2]1.[N:11]1[S:15][N:14]=[C:13]2[CH:16]=[C:17]([CH:20]=O)[CH:18]=[CH:19][C:12]=12.C([O:24][C:25](=O)[C:26](=[O:31])[CH2:27][C:28](=[O:30])[CH3:29])C>C(O)C>[C:28]([C:27]1[CH:20]([C:17]2[CH:18]=[CH:19][C:12]3=[N:11][S:15][N:14]=[C:13]3[CH:16]=2)[N:10]([C:8]2[CH:7]=[CH:6][C:5]3[NH:1][CH:2]=[N:3][C:4]=3[CH:9]=2)[C:25](=[O:24])[C:26]=1[OH:31])(=[O:30])[CH3:29]. Procedure details: 1H-Benzoimidazol-5-ylamine (1 mmol) and Benzo[1,2,5]thiadiazole-5-carbaldehyde (1 mmol) were added to ethanol (5 ml). After 30 min 2,4-Dioxo-pentanoic acid ethyl ester (1 mmol) was added. The reaction was heated to 50° C. and stirred for 24 h. After evaporation of the solvent the residue was purified with chromatographic methods. Starting materials: COCCOC, COc1ccc(P2(=S)SP(=S)(c3ccc(OC)cc3)S2)cc1, O=C1CCCN1S(=O)(=O)c1ccc(N2CCCCC2)cc1. Product: O=S(=O)(c1ccc(N2CCCCC2)cc1)N1CCCC1=S. RXN SMILES: [CH2:44]([CH2:45][O:46][CH3:47])[O:48][CH3:49].[CH3:22][O:23][c:24]1[cH:25][cH:26][c:27]([P:28]2(=[S:29])[S:30][P:32](=[S:33])([c:34]3[cH:35][cH:36][c:37]([O:38][CH3:39])[cH:40][cH:41]3)[S:31]2)[cH:42][cH:43]1.[N:1]1([c:7]2[cH:8][cH:9][c:10]([S:13](=[O:14])(=[O:15])[N:16]3[C:17](=[O:21])[CH2:18][CH2:19][CH2:20]3)[cH:11][cH:12]2)[CH2:2][CH2:3][CH2:4][CH2:5][CH2:6]1>>[N:1]1([c:7]2[cH:8][cH:9][c:10]([S:13](=[O:14])(=[O:15])[N:16]3[C:17](=[S:31])[CH2:18][CH2:19][CH2:20]3)[cH:11][cH:12]2)[CH2:2][CH2:3][CH2:4][CH2:5][CH2:6]1. The reactants are ClC1=CC2=C(C3=C(CN=C2C2=C(C=CC=C2)F)C=NN3)C=C1 (8-chloro-6-(2-fluorophenyl)-1H,4H-pyrazolo[4,3-d](2)benzazepine), CN=C=O (methylisocyanate). Run in O1CCCC1 (tetrahydrofuran). Product: ClC1=CC2=C(C=3C(CN=C2C2=C(C=CC=C2)F)=CN(N3)C(NC)=O)C=C1 (8-chloro-6-(2-fluorophenyl)-2-methylcarbamoyl-2H,4H-pyrazolo[4,3-d](2)benzazepine). RXN SMILES: [Cl:1][C:2]1[CH:22]=[CH:21][C:5]2[C:6]3[NH:20][N:19]=[CH:18][C:7]=3[CH2:8][N:9]=[C:10]([C:11]3[CH:16]=[CH:15][CH:14]=[CH:13][C:12]=3[F:17])[C:4]=2[CH:3]=1.[CH3:23][N:24]=[C:25]=[O:26]>O1CCCC1>[Cl:1][C:2]1[CH:22]=[CH:21][C:5]2[C:6]3[C:7](=[CH:18][N:19]([C:25](=[O:26])[NH:24][CH3:23])[N:20]=3)[CH2:8][N:9]=[C:10]([C:11]3[CH:16]=[CH:15][CH:14]=[CH:13][C:12]=3[F:17])[C:4]=2[CH:3]=1. Procedure details: The solution of 1.45 g of 8-chloro-6-(2-fluorophenyl)-1H,4H-pyrazolo[4,3-d](2)benzazepine and 1.4 ml of methylisocyanate in 20 ml of tetrahydrofuran is refluxed for 5 hours under nitrogen and evaporated under reduced pressure. The residue is taken up in chloroform, the solution filtered through a column of 15 g of silica gel, the first fractions collected, evaporated and the residue recrystallized from diethyl ether, to yield the 8-chloro-6-(2-fluorophenyl)-2-methylcarbamoyl-2H,4H-pyrazolo[4,3-d... Reactants: NC[C@H](CN1CCC(CC1)OC1=CC(=C(C=C1)Cl)Cl)O ((2R)-1-amino-3-[4-(3,4-dichlorophenoxy)piperidin-1-yl]propan-2-ol), S1C=NC2=C1C=C(C=C2)C(=O)O (1,3-benzothiazole-6-carboxylic acid). Product: ClC=1C=C(OC2CCN(CC2)C[C@@H](CNC(=O)C2=CC3=C(N=CS3)C=C2)O)C=CC1Cl (N-{(2R)-3-[4-(3,4-Dichlorophenoxy)piperidin-1-yl]-2-hydroxypropyl}-1,3-benzothiazole-6-carboxamide), solid. Reaction SMILES: [NH2:1][CH2:2][C@@H:3]([OH:20])[CH2:4][N:5]1[CH2:10][CH2:9][CH:8]([O:11][C:12]2[CH:17]=[CH:16][C:15]([Cl:18])=[C:14]([Cl:19])[CH:13]=2)[CH2:7][CH2:6]1.[S:21]1[C:25]2[CH:26]=[C:27]([C:30](O)=[O:31])[CH:28]=[CH:29][C:24]=2[N:23]=[CH:22]1>>[Cl:19][C:14]1[CH:13]=[C:12]([CH:17]=[CH:16][C:15]=1[Cl:18])[O:11][CH:8]1[CH2:9][CH2:10][N:5]([CH2:4][C@H:3]([OH:20])[CH2:2][NH:1][C:30]([C:27]2[CH:28]=[CH:29][C:24]3[N:23]=[CH:22][S:21][C:25]=3[CH:26]=2)=[O:31])[CH2:6][CH2:7]1. Procedure: Prepared as described in Example 1 from (2R)-1-amino-3-[4-(3,4-dichlorophenoxy)piperidin-1-yl]propan-2-ol (0.1 g) and 1,3-benzothiazole-6-carboxylic acid (0.056 g). Title compound obtained as white solid (0.066 g). Conditions: temperature 35 celsius. RXN SMILES: CC(O)=O.COC1CCC(OC)O1.[F:14][C:15]([F:20])([F:19])[C:16](O)=O.FC1C=CC=CC=1C1N(C2C=CC(OC(F)F)=CC=2)C(=O)C(NC2C=CC(OC(F)F)=CC=2)=C1.[F:55][CH:56]([F:78])[O:57][C:58]1[CH:63]=[CH:62][C:61]([N:64]2[CH:68]([C:69]3[CH:74]=[CH:73][CH:72]=[CH:71][C:70]=3[F:75])[CH2:67][C:66](=O)[C:65]2=[O:77])=[CH:60][CH:59]=1.[CH3:79][C:80]([NH2:92])([C:82]1[CH:87]=[CH:86][CH:85]=C(C(F)(F)F)[N:83]=1)[CH3:81]>C1COCC1.C1(C)C=CC=CC=1.O>[CH3:79][C:80]([NH:92][C:66]1[C:65](=[O:77])[N:64]([C:61]2[CH:62]=[CH:63][C:58]([O:57][CH:56]([F:78])[F:55])=[CH:59][CH:60]=2)[CH:68]([C:69]2[CH:74]=[CH:73][CH:72]=[CH:71][C:70]=2[F:75])[CH:67]=1)([C:82]1[CH:87]=[CH:86][CH:85]=[C:16]([C:15]([F:20])([F:19])[F:14])[N:83]=1)[CH3:81]. The yield is 50.0%. Solvent: C1(=CC=CC=C1)C (toluene), C1CCOC1 (THF), O (water), C1(=CC=CC=C1)C (toluene). The product is CC(C)(C1=NC(=CC=C1)C(F)(F)F)NC=1C(N(C(C1)C1=C(C=CC=C1)F)C1=CC=C(C=C1)OC(F)F)=O ((±)-3-[1-Methyl-1-(6-trifluoromethyl-pyridin-2-yl)-ethylamino]-1-(4-difluoromethoxy-phenyl)-5-(2-fluoro-phenyl)-1,5-dihydro-pyrrol-2-one). Procedure details: Add HOAc (2.1 mL, 36.5 mmol), 2,5-dimethoxytetrahydrofuran (1.8 mL, 13.7 mmol), water (10 mL), and trifluoroacetic acid (1.4 mL, 18.3 mmol) sequentially to a solution of (±)-5-(2-fluoro-phenyl)-1-(4-difluoromethoxy-phenyl)-3-(4-difluoromethoxy-phenylamino)-1,5-dihydro-pyrrol-2-one (4.35 g, 9.13 mmol) in THF (38 mL). Heat the reaction mixture to 35° C. for 22 hours. Observe significant formation of (±)-1-(4-difluoromethoxy-phenyl)-5-(2-fluoro-phenyl)-pyrrolidine-2,3-dione (LC-MS ESI m/z: 336 (M+H... Reactants: FC(OC1=CC=C(C=C1)N1C(C(CC1C1=C(C=CC=C1)F)=O)=O)F (1-(4-difluoromethoxy-phenyl)-5-(2-fluoro-phenyl)-pyrrolidine-2,3-dione), FC(OC1=CC=C(C=C1)N1C(C(CC1C1=C(C=CC=C1)F)=O)=O)F ((±)-1-(4-difluoromethoxy-phenyl)-5-(2-fluoro-phenyl)-pyrrolidine-2,3-dione), CC(=O)O (HOAc), COC1OC(CC1)OC (2,5-dimethoxytetrahydrofuran), FC(C(=O)O)(F)F (trifluoroacetic acid), FC1=C(C=CC=C1)C1C=C(C(N1C1=CC=C(C=C1)OC(F)F)=O)NC1=CC=C(C=C1)OC(F)F ((±)-5-(2-fluoro-phenyl)-1-(4-difluoromethoxy-phenyl)-3-(4-difluoromethoxy-phenylamino)-1,5-dihydro-pyrrol-2-one), CC(=O)O (HOAc), CC(C)(C1=NC(=CC=C1)C(F)(F)F)N (1-methyl-1-(6-trifluoromethyl-pyridin-2-yl)-ethylamine).